From a dataset of the Open Reaction Database (ORD), a public repository of structured organic reaction records. describe an organic reaction: reactants, conditions, products, and yield The reactants are CN1CCC(N(C)c2cccc(N)n2)CC1, O=C(Cl)C1CC1, c1ccncc1. Product: CN1CCC(N(C)c2cccc(NC(=O)C3CC3)n2)CC1, Cl. As a reaction SMILES: [CH3:1][N:2]([c:3]1[n:4][c:5]([NH2:9])[cH:6][cH:7][cH:8]1)[CH:10]1[CH2:11][CH2:12][N:13]([CH3:16])[CH2:14][CH2:15]1.[CH:17]1([C:20](=[O:21])[Cl:22])[CH2:18][CH2:19]1.[cH:23]1[cH:24][cH:25][n:26][cH:27][cH:28]1>>[CH3:1][N:2]([c:3]1[n:4][c:5]([NH:9][C:20]([CH:17]2[CH2:18][CH2:19]2)=[O:21])[cH:6][cH:7][cH:8]1)[CH:10]1[CH2:11][CH2:12][N:13]([CH3:16])[CH2:14][CH2:15]1.[ClH:22]. Starting materials: C(C1=CC=CC=C1)O[C@@H]1[C@H](N(C[C@@H]([C@H]1OCC1=CC=CC=C1)OCC1=CC=CC=C1)CCCCl)COCC1=CC=CC=C1 ((2R,3R,4R,5S)-3,4,5-tris(benzyloxy)-2-[(benzyloxy)methyl]-1-(3-chloropropyl)piperidine), Cl (HCl). Reagents/catalysts: [Pd] (Pd/C). Solvent: C(C)O (ethanol). Reaction conditions: time 32 hour. Product: hydrochloride salt, ClCCCN1[C@@H]([C@H]([C@@H]([C@H](C1)O)O)O)CO ((2R,3R,4R,5S)-1-(3-chloropropyl)-2-(hydroxymethyl)piperidine-3,4,5-triol). The yield is 83.5%. As a reaction SMILES: C([O:8][C@H:9]1[C@H:14]([O:15]CC2C=CC=CC=2)[C@@H:13]([O:23]CC2C=CC=CC=2)[CH2:12][N:11]([CH2:31][CH2:32][CH2:33][Cl:34])[C@@H:10]1[CH2:35][O:36]CC1C=CC=CC=1)C1C=CC=CC=1.Cl>C(O)C.[Pd]>[Cl:34][CH2:33][CH2:32][CH2:31][N:11]1[CH2:12][C@H:13]([OH:23])[C@@H:14]([OH:15])[C@H:9]([OH:8])[C@H:10]1[CH2:35][OH:36]. Procedure: To a stirred solution of (2R,3R,4R,5S)-3,4,5-tris(benzyloxy)-2-[(benzyloxy)methyl]-1-(3-chloropropyl)piperidine 4 (30 g, 49.98 mmol) in a mixture of ethanol (1.2 lit) and aqueous solution of HCl (1M, 100 mL) was added 10% Pd/C (3 g) and the mixture was degassed for 20 min using nitrogen. The reaction mixture was then stirred under 50 psi hydrogen pressure for 32 h. The reaction mixture was filtrate through celite, washed with ethanol (3×100 mL) and the filtrate was concentrated under reduced pre... Starting materials: CC(=O)Nc1c(F)c(F)c(C)c2c1c(=O)c(C(=O)O)cn2C1CC1F, CC(C)(C)OC(=O)NC1(C2CNCC2F)CC1, CN1CCCCC1, CS(C)=O. The product is CC(=O)Nc1c(F)c(N2CC(F)C(C3(NC(=O)OC(C)(C)C)CC3)C2)c(C)c2c1c(=O)c(C(=O)O)cn2C1CC1F. Reaction SMILES: [C:1]([CH3:2])(=[O:3])[NH:4][c:5]1[c:6]2[c:7](=[O:25])[c:8]([C:22](=[O:23])[OH:24])[cH:9][n:10]([CH:18]3[CH:19]([F:21])[CH2:20]3)[c:11]2[c:12]([CH3:17])[c:13]([F:16])[c:14]1[F:15].[C:26]([CH3:27])([CH3:28])([CH3:29])[O:30][C:31](=[O:32])[NH:33][C:34]1([CH:37]2[CH:38]([F:42])[CH2:39][NH:40][CH2:41]2)[CH2:35][CH2:36]1.[CH3:43][N:44]1[CH2:45][CH2:46][CH2:47][CH2:48][CH2:49]1.[CH3:50][S:51](=[O:52])[CH3:53]>>[C:1]([CH3:2])(=[O:3])[NH:4][c:5]1[c:6]2[c:7](=[O:25])[c:8]([C:22](=[O:23])[OH:24])[cH:9][n:10]([CH:18]3[CH:19]([F:21])[CH2:20]3)[c:11]2[c:12]([CH3:17])[c:13]([N:40]2[CH2:39][CH:38]([F:42])[CH:37]([C:34]3([NH:33][C:31]([O:30][C:26]([CH3:27])([CH3:28])[CH3:29])=[O:32])[CH2:35][CH2:36]3)[CH2:41]2)[c:14]1[F:15].